This data is from the Open Reaction Database (ORD), a public repository of structured organic reaction records. The task is: describe an organic reaction: reactants, conditions, products, and yield Reactants: 10, [Mg] (magnesium), O1CCCC1 (tetrahydrofuran), BrC1CC1 (bromocyclopropane), 50, FC1=C(C=CC=C1)C#N (2-fluorobenzenecarbonitrile), O1CCCC1 (tetrahydrofuran). The solvent is C(C)(=O)O (acetic acid), O (water). Product: 19.8, C1(CC1)C(=O)C1=C(C=CC=C1)F (cyclopropyl (2-fluorophenyl)methanone). The yield is 29.4%. RXN SMILES: [Mg].[O:2]1[CH2:6][CH2:5][CH2:4][CH2:3]1.BrC1CC1.[F:11][C:12]1[CH:17]=[CH:16][CH:15]=[CH:14][C:13]=1C#N>C(O)(=O)C.O>[CH:5]1([C:6]([C:13]2[CH:14]=[CH:15][CH:16]=[CH:17][C:12]=2[F:11])=[O:2])[CH2:3][CH2:4]1. Procedure: To a stirred mixture of 10 parts of magnesium and 72 parts of tetrahydrofuran there were added portionwise 50 parts of bromocyclopropane, keeping the temperature below 10° C. At reflux temperature, there was added a solution of 50 parts of 2-fluorobenzenecarbonitrile in 72 parts of tetrahydrofuran. Stirring at reflux temperature was continued until completion of the reaction. The reaction mixture was cooled on ice (0°-5° C.) and decomposed with a mixture of ice, water and acetic acid. The produc... Starting materials: [Mg] (magnesium), BrC1=CSC=C1 (3-bromo thiophene), Cl (hydrochloric acid), C(CCCCC)Br (n-hexylbromide), Grignard reagent, ice water. Solvent: C(C)OCC (ethyl ether), C(C)OCC (ethyl ether), C(C)OCC (ethyl ether). Product: C(CCCCC)C1=CSC=C1 (3-hexylthiophene). Yield: 65.0%. As a reaction SMILES: [CH2:1](Br)[CH2:2][CH2:3][CH2:4][CH2:5][CH3:6].[Mg].Br[C:10]1[CH:14]=[CH:13][S:12][CH:11]=1.Cl>C(OCC)C>[CH2:1]([C:10]1[CH:14]=[CH:13][S:12][CH:11]=1)[CH2:2][CH2:3][CH2:4][CH2:5][CH3:6]. Procedure details: 0.125 mole of n-hexylbromide was dissolved in 40 ml of ethyl ether. Then, 10 ml of ethyl ether was added in drops and also 0.13 mole of magnesium chip was added. The mixture was refluxed for 5 to 6 hours and the Grignard agent was obtained. The Grignard reagent was added to a solution consisting of 70 mg of NiDPPPCl2 and 0.106 mole of 3-bromo thiophene in drops at 0° c, then the mixture was refluxed for 12 to 15 hours. After that, the mixture was hydrolyzed with 40 ml of 1 N hydrochloric acid an... The reactants are O (water), C1(=CC=C(C=C1)S(=O)(=O)[O-])C (p-Toluensulfonate), C1(=CC=CC=C1)\C(=C/CCCCCO)\C=1C=NC=CC1 ((E)-7-phenyl-7-(3-pyridyl)-6-hepten-1-ol), [C-]#N.[Na+] (sodium cyanide). The solvent is CS(=O)C (dimethyl sulfoxide). Reaction conditions: time 18 hour. Product: C(#N)CCCCC\C=C(\C=1C=NC=CC1)/C1=CC=CC=C1 ((E)-1-cyano-7-phenyl-7-(3-pyridyl)-6-heptene). Isolated yield 75.4%. Reaction SMILES: C1(C)C=CC(S([O-])(=O)=O)=CC=1.[C:12]1(/[C:18](/[C:26]2[CH:27]=[N:28][CH:29]=[CH:30][CH:31]=2)=[CH:19]\[CH2:20][CH2:21][CH2:22][CH2:23][CH2:24]O)[CH:17]=[CH:16][CH:15]=[CH:14][CH:13]=1.[C-:32]#[N:33].[Na+].O>CS(C)=O>[C:32]([CH2:24][CH2:23][CH2:22][CH2:21][CH2:20]/[CH:19]=[C:18](\[C:12]1[CH:17]=[CH:16][CH:15]=[CH:14][CH:13]=1)/[C:26]1[CH:27]=[N:28][CH:29]=[CH:30][CH:31]=1)#[N:33] |f:2.3|. Procedure: p-Toluensulfonate of (E)-7-phenyl-7-(3-pyridyl)-6-hepten-1-ol (1.0 g, 2.4 mmoles) was dissolved in dimethyl sulfoxide (10 ml), and sodium cyanide (0.3 g, 6 mmoles) was added, followed by stirring for 18 hours. To the reaction mixture was added water (100 ml) and the product was extracted with ethyl acetate. The organic layer was washed with water, dried and concentrated under reduced pressure. The residue was subjected to silica gel column chromatography using ethyl acetate-isopropyl ether (1:1)... The reactants are ice, FC1=C(C=CC(=C1)F)N(C(=O)C1=CC=2COC=3C=CC(=CC3C2S1)C=O)C (N-(2,4-difluorophenyl)-8-formyl-N-methyl-4H-thieno[3,2-c]chromene-2-carboxamide), [BH4-].[Na+] (sodium borohydride). Solvent: C(C)O (ethanol). Reaction conditions: time 3 hour. Product: FC1=C(C=CC(=C1)F)N(C(=O)C1=CC=2COC=3C=CC(=CC3C2S1)CO)C (N-(2,4-difluorophenyl)-8-(hydroxymethyl)-N-methyl-4H-thieno[3,2-c]chromene-2-carboxamide). As a reaction SMILES: [F:1][C:2]1[CH:7]=[C:6]([F:8])[CH:5]=[CH:4][C:3]=1[N:9]([CH3:27])[C:10]([C:12]1[S:24][C:23]2[C:22]3[CH:21]=[C:20]([CH:25]=[O:26])[CH:19]=[CH:18][C:17]=3[O:16][CH2:15][C:14]=2[CH:13]=1)=[O:11].[BH4-].[Na+]>C(O)C>[F:1][C:2]1[CH:7]=[C:6]([F:8])[CH:5]=[CH:4][C:3]=1[N:9]([CH3:27])[C:10]([C:12]1[S:24][C:23]2[C:22]3[CH:21]=[C:20]([CH2:25][OH:26])[CH:19]=[CH:18][C:17]=3[O:16][CH2:15][C:14]=2[CH:13]=1)=[O:11] |f:1.2|. Reported procedure: To an ice-cooled solution of N-(2,4-difluorophenyl)-8-formyl-N-methyl-4H-thieno[3,2-c]chromene-2-carboxamide in ethanol (1 mL) was added sodium borohydride (10 mg, 0.3 mmol, 6 equiv). After 3 hr, excess sodium borohydride was quenched with saturated aqueous ammonium chloride solution (3 mL). The ethanol was removed in vacuo, and the resulting aqueous solution was extracted with ethylacetate (3×3 mL). The collected organic was dried over anhydrous sodium sulfate, filtered, and concentrated. Purif... Reactants: ClC1=NC(=CN=C1)Cl (2,6-dichloropyrazine), ClC1=C(C=O)C=CC=C1 (2-chlorobenzaldehyde), Cl (hydrochloric acid), C(CCC)[Li] (n-butyllithium), CC1(NC(CCC1)(C)C)C (2,2,6,6-tetramethylpiperidine). Run in O1CCCC1 (tetrahydrofuran), C([O-])(O)=O.[Na+] (sodium bicarbonate), O1CCCC1 (tetrahydrofuran), C(C)O (ethanol), O1CCCC1 (tetrahydrofuran). Run at temperature 0 celsius, time 1 hour. Yields the product ClC1=C(C=CC=C1)C(O)C1=NC=C(N=C1Cl)Cl ((2-chlorophenyl)-(3,5-dichloropyrazin-2-yl)methanol). Isolated yield 79.6%. Reaction SMILES: C([Li])CCC.CC1(C)CCCC(C)(C)N1.[Cl:16][C:17]1[CH:22]=[N:21][CH:20]=[C:19]([Cl:23])[N:18]=1.[Cl:24][C:25]1[CH:32]=[CH:31][CH:30]=[CH:29][C:26]=1[CH:27]=[O:28].Cl>O1CCCC1.C(=O)(O)[O-].[Na+].C(O)C>[Cl:24][C:25]1[CH:32]=[CH:31][CH:30]=[CH:29][C:26]=1[CH:27]([C:20]1[C:19]([Cl:23])=[N:18][C:17]([Cl:16])=[CH:22][N:21]=1)[OH:28] |f:6.7|. Procedure: To a −20° C. solution of n-butyllithium (2.5 M in hexane, Aldrich, 26.5 mmol) in dry tetrahydrofuran (200 mL) under argon was added 2,2,6,6-tetramethylpiperidine (Aldrich, 11.5 mL, 66.5 mmol, 1.22 eq). The resulting solution was warmed to 0° C. over 0.5 hour period. The solution was then cooled to −78° C., and a solution of 2,6-dichloropyrazine (Aldrich, 8.24 g, 55.3 mmol, 1.0 eq ) in tetrahydrofuran was slowly added via a syringe. After addition was complete, the resulting mixture was stirred a... Product: C1=C2C3=C(C=NC2=CC=C1)N=C1N3CCCN(C1)C(=O)OC(C)(C)C (tert-butyl 11,12-dihydro-8H-[1,4]diazepino[1′,2′:1,2]imidazo[4,5-c]quinoline-9(10H)-carboxylate). Reported procedure: A modification of the method described in Part D of Example 4 was used to treat tert-butyl 3-[2-(chloromethyl)-1H-imidazo[4,5-c]quinolin-1-yl]propylcarbamate (36.76 g, 98.1 mmol) with potassium tert-butoxide (107.9 mL of a 1 M solution in THF). Following the work-up procedure, the product was mixed with ethyl acetate. The resulting mixture was filtered to remove a solid, and the filtrate was concentrated under reduced pressure to provide 30.0 g of tert-butyl 11,12-dihydro-8H-[1,4]diazepino[1′,2′... Reaction SMILES: Cl[CH2:2][C:3]1[N:4]([CH2:16][CH2:17][CH2:18][NH:19][C:20](=[O:26])[O:21][C:22]([CH3:25])([CH3:24])[CH3:23])[C:5]2[C:14]3[CH:13]=[CH:12][CH:11]=[CH:10][C:9]=3[N:8]=[CH:7][C:6]=2[N:15]=1.CC(C)([O-])C.[K+].C(OCC)(=O)C>C1COCC1>[CH:13]1[CH:12]=[CH:11][CH:10]=[C:9]2[C:14]=1[C:5]1[N:4]3[CH2:16][CH2:17][CH2:18][N:19]([C:20]([O:21][C:22]([CH3:25])([CH3:24])[CH3:23])=[O:26])[CH2:2][C:3]3=[N:15][C:6]=1[CH:7]=[N:8]2 |f:1.2|. Run in C1CCOC1 (THF). Yield: 90.4%. Reactants: C(C)(=O)OCC (ethyl acetate), ClCC=1N(C2=C(C=NC=3C=CC=CC23)N1)CCCNC(OC(C)(C)C)=O (tert-butyl 3-[2-(chloromethyl)-1H-imidazo[4,5-c]quinolin-1-yl]propylcarbamate), CC(C)([O-])C.[K+] (potassium tert-butoxide), solution. Starting materials: [Al+3], CC(C)(C)[Si](C)(C)Oc1ccc2cc(C(=O)O)[nH]c2c1, C1CCOC1, [H-], [H-], [H-], [H-], [Li+]. The product is CC(C)(C)[Si](C)(C)Oc1ccc2cc(CO)[nH]c2c1. As a reaction SMILES: [Al+3:2].[C:7]([CH3:8])([CH3:9])([CH3:10])[Si:11]([O:12][c:13]1[cH:14][cH:15][c:16]2[cH:17][c:18]([C:22](=[O:23])[OH:24])[nH:19][c:20]2[cH:21]1)([CH3:25])[CH3:26].[CH2:27]1[O:28][CH2:29][CH2:30][CH2:31]1.[H-:1].[H-:4].[H-:5].[H-:6].[Li+:3]>>[C:7]([CH3:8])([CH3:9])([CH3:10])[Si:11]([O:12][c:13]1[cH:14][cH:15][c:16]2[cH:17][c:18]([CH2:22][OH:23])[nH:19][c:20]2[cH:21]1)([CH3:25])[CH3:26]. The reactants are C1(=CC=CC=C1)P(C1=CC=CC=C1)C1=CC=CC=C1 (triphenyl phosphine), C1=CC=CC=C1 (Benzene), C(#N)C=1C=C(C=CC1)CCCO (3-(3-cyanophenyl)-1-propanol), C(#N)C=1C=C(C=CC1)CCCO (3-(3-cyanophenyl)-1-propanol), [Br-] (bromide). The solvent is C(C)#N (acetonitrile), C(C)#N (acetonitrile), C(C)#N (acetonitrile). Yields the product BrCCCC=1C=C(C=CC1)C#N (3-(3-bromopropyl)cyanobenzene). The yield is 101.1%. Reaction SMILES: C1(P(C2C=CC=CC=2)C2C=CC=CC=2)C=CC=CC=1.[Br-:20].[C:21]([C:23]1[CH:24]=[C:25]([CH2:29][CH2:30][CH2:31]O)[CH:26]=[CH:27][CH:28]=1)#[N:22].C1C=CC=CC=1>C(#N)C>[Br:20][CH2:31][CH2:30][CH2:29][C:25]1[CH:24]=[C:23]([C:21]#[N:22])[CH:28]=[CH:27][CH:26]=1. Procedure details: To a mixture of 21.8 g (0.083 moles) of triphenyl phosphine stirred in 30 ml acetonitrile, 13.2 g (4.26 ml) bromide in 75 ml acetonitrile was added dropwise with stirring in an ice bath. After the addition was complete, the ice bath was removed and the mixture warmed to room temperature. Then a mixture of 12.1 g (0.075 mole) of 3-(3-cyanophenyl)-1-propanol (the product of step (b)) in 30 ml acetonitrile was added dropwise. The resulting mixture was allowed to warm to about 45°-50° C., was stirre... The reactants are CCOC(=O)N=NC(=O)OCC, Cc1ccccc1, OCc1ccccc1C(F)(F)F, [N-]=[N+]=N, c1ccc(P(c2ccccc2)c2ccccc2)cc1. The product is [N-]=[N+]=NCc1ccccc1C(F)(F)F. As a reaction SMILES: [CH2:1]([O:2][C:3]([N:4]=[N:5][C:6]([O:7][CH2:8][CH3:9])=[O:10])=[O:11])[CH3:12].[CH3:47][c:48]1[cH:49][cH:50][cH:51][cH:52][cH:53]1.[F:32][C:33]([c:34]1[c:35]([CH2:36][OH:37])[cH:38][cH:39][cH:40][cH:41]1)([F:42])[F:43].[NH:44]=[N+:45]=[N-:46].[c:13]1([P:14]([c:15]2[cH:16][cH:17][cH:18][cH:19][cH:20]2)[c:21]2[cH:22][cH:23][cH:24][cH:25][cH:26]2)[cH:27][cH:28][cH:29][cH:30][cH:31]1>>[F:32][C:33]([c:34]1[c:35]([CH2:36][N:44]=[N+:45]=[N-:46])[cH:38][cH:39][cH:40][cH:41]1)([F:42])[F:43]. The reactants are FC1=C(C=CC(=C1)F)[C@@]12NOC[C@@H]1C[C@@H](OC2)C2(CC2)C (rel-(3aR,5R,7aS)-7a-(2,4-Difluorophenyl)-5-(1-methylcyclopropyl)hexahydro-1H-pyrano[3,4-c][1,2]oxazole), N[C@@]1([C@@H](C[C@@H](OC1)COCC1=CC=CC=C1)CO)C1=C(C=C(C=C1)F)F ([(2R,4R,5S)-5-amino-2-[(benzyloxy)methyl]-5-(2,4-difluorophenyl)tetrahydro-2H-pyran-4-yl]methanol). The product is N[C@@]1([C@@H](C[C@@H](OC1)C1(CC1)C)CO)C1=C(C=C(C=C1)F)F (rel-[(2R,4R,5S)-5-amino-5-(2,4-difluorophenyl)-2-(1-methylcyclopropyl)tetrahydro-2H-pyran-4-yl]methanol). The yield is 148.0%. Reaction SMILES: [F:1][C:2]1[CH:7]=[C:6]([F:8])[CH:5]=[CH:4][C:3]=1[C@:9]12[CH2:17][O:16][C@@H:15]([C:18]3([CH3:21])[CH2:20][CH2:19]3)[CH2:14][C@H:13]1[CH2:12][O:11][NH:10]2.N[C@@]1(C2C=CC(F)=CC=2F)CO[C@@H](COCC2C=CC=CC=2)C[C@H]1CO>>[NH2:10][C@@:9]1([C:3]2[CH:4]=[CH:5][C:6]([F:8])=[CH:7][C:2]=2[F:1])[CH2:17][O:16][C@@H:15]([C:18]2([CH3:21])[CH2:20][CH2:19]2)[CH2:14][C@H:13]1[CH2:12][OH:11]. Procedure details: rel-(3aR,5R,7aS)-7a-(2,4-Difluorophenyl)-5-(1-methylcyclopropyl)hexahydro-1H-pyrano[3,4-c][1,2]oxazole (C57) (1.48 g, 5.00 mmol) was converted to the product according to the method described for the synthesis of [(2R,4R,5S)-5-amino-2-[(benzyloxy)methyl]-5-(2,4-difluorophenyl)tetrahydro-2H-pyran-4-yl]methanol (C6) in Preparation P1. The product was obtained as a dark oil (2.2 g), which was taken directly to the following step without additional purification.